Dataset: the Open Reaction Database (ORD), a public repository of structured organic reaction records. Task: describe an organic reaction: reactants, conditions, products, and yield Reactants: CN(Cc1ccc(C(F)(F)F)c(F)c1)C1CNCC1c1ccc(Cl)c(Cl)c1, O=C(OC(Cl)(Cl)Cl)OC(Cl)(Cl)Cl, ClCCl, c1ccncc1. Yields the product CN(Cc1ccc(C(F)(F)F)c(F)c1)C1CN(C(=O)Cl)CC1c1ccc(Cl)c(Cl)c1. Reaction SMILES: [Cl:13][c:14]1[cH:15][c:16]([CH:21]2[CH:22]([N:26]([CH3:27])[CH2:28][c:29]3[cH:30][c:31]([F:39])[c:32]([C:35]([F:36])([F:37])[F:38])[cH:33][cH:34]3)[CH2:23][NH:24][CH2:25]2)[cH:17][cH:18][c:19]1[Cl:20].[Cl:1][C:2]([Cl:3])([O:4][C:5]([O:6][C:7]([Cl:9])([Cl:10])[Cl:11])=[O:8])[Cl:12].[Cl:46][CH2:47][Cl:48].[cH:40]1[cH:41][cH:42][n:43][cH:44][cH:45]1>>[O:6]=[C:7]([Cl:10])[N:24]1[CH2:23][CH:22]([N:26]([CH3:27])[CH2:28][c:29]2[cH:30][c:31]([F:39])[c:32]([C:35]([F:36])([F:37])[F:38])[cH:33][cH:34]2)[CH:21]([c:16]2[cH:15][c:14]([Cl:13])[c:19]([Cl:20])[cH:18][cH:17]2)[CH2:25]1. Starting materials: COc1ccc(Nc2ncc3c(n2)N(C2CCC(O[Si](C)(C)C(C)(C)C)CC2)C(=O)N(c2ccc(OC)cc2)C3)cc1, CCOC(C)=O, ClCCl, O=C(O)C(F)(F)F. As a reaction SMILES: [C:1]([Si:2]([CH3:3])([CH3:4])[O:6][CH:7]1[CH2:8][CH2:9][CH:10]([N:13]2[C:14](=[O:40])[N:15]([c:32]3[cH:33][cH:34][c:35]([O:38][CH3:39])[cH:36][cH:37]3)[CH2:16][c:17]3[c:18]2[n:19][c:20]([NH:23][c:24]2[cH:25][cH:26][c:27]([O:30][CH3:31])[cH:28][cH:29]2)[n:21][cH:22]3)[CH2:11][CH2:12]1)([CH3:5])([CH3:41])[CH3:42].[CH3:53][CH2:54][O:55][C:56](=[O:57])[CH3:58].[Cl:50][CH2:51][Cl:52].[OH:43][C:44]([C:45]([F:46])([F:47])[F:48])=[O:49]>>[OH:6][CH:7]1[CH2:8][CH2:9][CH:10]([N:13]2[C:14](=[O:40])[N:15]([c:32]3[cH:33][cH:34][c:35]([O:38][CH3:39])[cH:36][cH:37]3)[CH2:16][c:17]3[c:18]2[n:19][c:20]([NH:23][c:24]2[cH:25][cH:26][c:27]([O:30][CH3:31])[cH:28][cH:29]2)[n:21][cH:22]3)[CH2:11][CH2:12]1. Yields the product COc1ccc(Nc2ncc3c(n2)N(C2CCC(O)CC2)C(=O)N(c2ccc(OC)cc2)C3)cc1. The reactants are FC=1C=C2C=C(N(C2=CC1)C1=CC=C(C=C1)OCC1=CC=CC=C1)C (5-fluoro-1-(4-benzyloxyphenyl)-2-methyl-1H-indole), CN(C=O)C (dimethylformamide), P(=O)(Cl)(Cl)Cl (Phosphorous oxychloride), CN(C=O)C (dimethylformamide). Yields the product FC=1C=C2C(=C(N(C2=CC1)C1=CC=C(C=C1)OCC1=CC=CC=C1)C)C=O (5-Fluoro-1-(4-benzyloxyphenyl)-2-methyl-1H-indole-3-carbaldehyde). Isolated yield 85.0%. As a reaction SMILES: P(Cl)(Cl)(Cl)=O.[F:6][C:7]1[CH:8]=[C:9]2[C:13](=[CH:14][CH:15]=1)[N:12]([C:16]1[CH:21]=[CH:20][C:19]([O:22][CH2:23][C:24]3[CH:29]=[CH:28][CH:27]=[CH:26][CH:25]=3)=[CH:18][CH:17]=1)[C:11]([CH3:30])=[CH:10]2.CN(C)[CH:33]=[O:34]>>[F:6][C:7]1[CH:8]=[C:9]2[C:13](=[CH:14][CH:15]=1)[N:12]([C:16]1[CH:17]=[CH:18][C:19]([O:22][CH2:23][C:24]3[CH:25]=[CH:26][CH:27]=[CH:28][CH:29]=3)=[CH:20][CH:21]=1)[C:11]([CH3:30])=[C:10]2[CH:33]=[O:34]. Procedure details: Phosphorous oxychloride (5 mL) was added to anhydrous dimethylformamide (10 mL) and the mixture allowed to stir at room temperature for 15 min whereupon a solution of 5-fluoro-1-(4-benzyloxyphenyl)-2-methyl-1H-indole (1.63 g, 4.9 mmol) in dimethylformamide (10 mL) was added and reacted according to the procedure used in Example 2a to afford a tan solid (85%): mp 219-220° C.; 1H NMR (DMSO-d6): δ 2.53 (3H, s), 5.22 (2H, s), 6.99-7.06 (2H, m), 7.27 (2H, d, J=8.9 Hz), 7.37-7.53 (7H, m), 7.86 (1H, dd... The reactants are B, C1CCOC1, CSC, CC(C)(C)OC(=O)N1CCC(OCC(=O)N2CCOCC2)CC1. Product: CC(C)(C)OC(=O)N1CCC(OCCN2CCOCC2)CC1. RXN SMILES: [BH3:27].[CH2:28]1[O:29][CH2:30][CH2:31][CH2:32]1.[CH3:24][S:25][CH3:26].[O:1]1[CH2:2][CH2:3][N:4]([C:7]([CH2:8][O:9][CH:10]2[CH2:11][CH2:12][N:13]([C:16](=[O:17])[O:18][C:19]([CH3:20])([CH3:21])[CH3:22])[CH2:14][CH2:15]2)=[O:23])[CH2:5][CH2:6]1>>[O:1]1[CH2:2][CH2:3][N:4]([CH2:7][CH2:8][O:9][CH:10]2[CH2:11][CH2:12][N:13]([C:16](=[O:17])[O:18][C:19]([CH3:20])([CH3:21])[CH3:22])[CH2:14][CH2:15]2)[CH2:5][CH2:6]1. The reactants are C1CCOC1, CCOC(=O)CCc1c[nH]c2c(-c3noc(-c4cnc(OC(C)C)c(C(F)(F)F)c4)n3)cccc12, CC(C)O, [Na+], [OH-], O. The product is CC(C)Oc1ncc(-c2nc(-c3cccc4c(CCC(=O)O)c[nH]c34)no2)cc1C(F)(F)F. As a reaction SMILES: [CH2:42]1[O:43][CH2:44][CH2:45][CH2:46]1.[CH3:3][CH:4]([CH3:5])[O:6][c:7]1[c:8]([C:34]([F:35])([F:36])[F:37])[cH:9][c:10](-[c:13]2[n:14][c:15](-[c:18]3[cH:19][cH:20][cH:21][c:22]4[c:23]([CH2:27][CH2:28][C:29](=[O:30])[O:31][CH2:32][CH3:33])[cH:24][nH:25][c:26]34)[n:16][o:17]2)[cH:11][n:12]1.[CH:38]([OH:39])([CH3:40])[CH3:41].[Na+:2].[OH-:1].[OH2:47]>>[CH3:3][CH:4]([CH3:5])[O:6][c:7]1[c:8]([C:34]([F:35])([F:36])[F:37])[cH:9][c:10](-[c:13]2[n:14][c:15](-[c:18]3[cH:19][cH:20][cH:21][c:22]4[c:23]([CH2:27][CH2:28][C:29](=[O:30])[OH:31])[cH:24][nH:25][c:26]34)[n:16][o:17]2)[cH:11][n:12]1. Reactants: C(C)(C)(C)OC(=O)N[C@@H](C[C@@H](C(=O)OC(C)(C)C)CC1=NC=C(C=C1)OCCF)C(=O)OC(C)(C)C (di-tert-butyl (4R)—N-(tert-butoxycarbonyl)-4-{[5-(2-fluoroethoxy)pyridin-2-yl]methyl}-L-glutamate), ClC=1C=C(C(=O)OO)C=CC1 (meta-chloro peroxybenzoic acid). The solvent is ClCCl (dichloromethane). Conditions: time 1 hour. The product is C(C)(C)(C)OC(=O)N[C@@H](C[C@@H](C(=O)OC(C)(C)C)CC1=[N+](C=C(C=C1)OCCF)[O-])C(=O)OC(C)(C)C (di-tert-Butyl (4R)—N-(tert-butoxycarbonyl)-4-{[5-(2-fluoroethoxy)-1-oxidopyridin-2-yl]methyl}-L-glutamate). Yield: 94.6%. RXN SMILES: [C:1]([O:5][C:6]([NH:8][C@H:9]([C:30]([O:32][C:33]([CH3:36])([CH3:35])[CH3:34])=[O:31])[CH2:10][C@H:11]([CH2:19][C:20]1[CH:25]=[CH:24][C:23]([O:26][CH2:27][CH2:28][F:29])=[CH:22][N:21]=1)[C:12]([O:14][C:15]([CH3:18])([CH3:17])[CH3:16])=[O:13])=[O:7])([CH3:4])([CH3:3])[CH3:2].ClC1C=C(C=CC=1)C(OO)=[O:42]>ClCCl>[C:1]([O:5][C:6]([NH:8][C@H:9]([C:30]([O:32][C:33]([CH3:36])([CH3:35])[CH3:34])=[O:31])[CH2:10][C@H:11]([CH2:19][C:20]1[CH:25]=[CH:24][C:23]([O:26][CH2:27][CH2:28][F:29])=[CH:22][N+:21]=1[O-:42])[C:12]([O:14][C:15]([CH3:16])([CH3:18])[CH3:17])=[O:13])=[O:7])([CH3:2])([CH3:3])[CH3:4]. Reported procedure: To a solution of 350 mg di-tert-butyl (4R)—N-(tert-butoxycarbonyl)-4-{[5-(2-fluoroethoxy)pyridin-2-yl]methyl}-L-glutamate (0.68 mmol; see Example 17d) in dichloromethane (5 mL) was added 185 mg meta-chloro peroxybenzoic acid (70%), and the mixture was stirred for 1 h at room temperature. The mixture was extracted with aqueous sodium bicarbonate, followed by re-extraction of the aqueous layer with dichloromethane. The combined organic layers were concentrated in vacuo, and the residue was purifie... Reactants: CSc1nc(Cl)c2ccc(=O)n(-c3ccc(C(F)(F)F)cc3)c2n1, ClCCl, O=C(OO)c1cccc(Cl)c1. Product: CS(=O)c1nc(Cl)c2ccc(=O)n(-c3ccc(C(F)(F)F)cc3)c2n1. As a reaction SMILES: [Cl:1][c:2]1[c:3]2[c:4]([n:5][c:6]([S:8][CH3:9])[n:7]1)[n:10](-[c:15]1[cH:16][cH:17][c:18]([C:21]([F:22])([F:23])[F:24])[cH:19][cH:20]1)[c:11](=[O:14])[cH:12][cH:13]2.[Cl:36][CH2:37][Cl:38].[OH:25][O:26][C:27]([c:28]1[cH:29][c:30]([Cl:31])[cH:32][cH:33][cH:34]1)=[O:35]>>[Cl:1][c:2]1[c:3]2[c:4]([n:5][c:6]([S:8]([CH3:9])=[O:25])[n:7]1)[n:10](-[c:15]1[cH:16][cH:17][c:18]([C:21]([F:22])([F:23])[F:24])[cH:19][cH:20]1)[c:11](=[O:14])[cH:12][cH:13]2.